From a dataset of the Open Reaction Database (ORD), a public repository of structured organic reaction records. describe an organic reaction: reactants, conditions, products, and yield Starting materials: C(C)(C)(C)OC(=O)N1C(=CC2=CC(=CC=C12)C=O)C=1C(NC2=CC=CC=C2C1)=O (5-Formyl-2-(2-oxo-1,2-dihydro-quinolin-3-yl)-indole-1-carboxylic acid tert-butyl ester), C(C)(=O)O.CS(=O)(=O)N1CCNCC1 (N-methanesulfonylpiperazine acetic acid salt), [O-]S(=O)(=O)[O-].[Mg+2] (MgSO4), [H-] (hydride), C(C)(=O)O[BH-](OC(C)=O)OC(C)=O.[Na+] (sodium triacetoxyborohydride). The solvent is ClC(C)Cl (dichloroethane), C(C)(=O)O (acetic acid). Run at time 3 hour. The product is C(C)(C)(C)OC(=O)N1C(=CC2=CC(=CC=C12)CN1CCN(CC1)S(=O)(=O)C)C=1C(NC2=CC=CC=C2C1)=O (5-(4-Methanesulfonyl-piperazin-1-ylmethyl)-2-(2-oxo-1,2-dihydro-quinolin-3-yl)-indole-1-carboxylic acid tert-butyl ester). Reaction SMILES: [C:1]([O:5][C:6]([N:8]1[C:16]2[C:11](=[CH:12][C:13]([CH:17]=O)=[CH:14][CH:15]=2)[CH:10]=[C:9]1[C:19]1[C:20](=[O:29])[NH:21][C:22]2[C:27]([CH:28]=1)=[CH:26][CH:25]=[CH:24][CH:23]=2)=[O:7])([CH3:4])([CH3:3])[CH3:2].C(O)(=O)C.[CH3:34][S:35]([N:38]1[CH2:43][CH2:42][NH:41][CH2:40][CH2:39]1)(=[O:37])=[O:36].C(O[BH-](OC(=O)C)OC(=O)C)(=O)C.[Na+].[O-]S([O-])(=O)=O.[Mg+2].[H-]>ClC(Cl)C.C(O)(=O)C>[C:1]([O:5][C:6]([N:8]1[C:16]2[C:11](=[CH:12][C:13]([CH2:17][N:41]3[CH2:42][CH2:43][N:38]([S:35]([CH3:34])(=[O:37])=[O:36])[CH2:39][CH2:40]3)=[CH:14][CH:15]=2)[CH:10]=[C:9]1[C:19]1[C:20](=[O:29])[NH:21][C:22]2[C:27]([CH:28]=1)=[CH:26][CH:25]=[CH:24][CH:23]=2)=[O:7])([CH3:3])([CH3:4])[CH3:2] |f:1.2,3.4,5.6|. Procedure details: To a stirred solution of the aldehyde (5-8, 2.01 g, 5.15 mmol, 1 equiv) and N-methanesulfonylpiperazine acetic acid salt (4.62 g, 20.60 mmol, 4 equiv) in dichloroethane (400 mL) was added at ambient temperature acetic acid (1.2 mL). The reaction mixture was treated with sodium triacetoxyborohydride and stirred for 3 h. The reaction stopped at 76% of conversion and treated with MgSO4 and additional 1 g of the hydride. After further stirring for 1 h the reaction was complete. The reaction mixture ... The reactants are BrC1=C(C(=O)O)C=CC=C1 (2-Bromobenzoic acid), ICC (iodoethane), C([O-])(O)=O.[Na+] (sodium bicarbonate). Run in CN(C=O)C (dimethylformamide), O (water). Run at time 4 day. Yields the product BrC1=C(C(=O)OCC)C=CC=C1 (2-Bromobenzoic acid, ethyl ester). The yield is 100.0%. RXN SMILES: [Br:1][C:2]1[CH:10]=[CH:9][CH:8]=[CH:7][C:3]=1[C:4]([OH:6])=[O:5].I[CH2:12][CH3:13].C(=O)(O)[O-].[Na+]>CN(C)C=O.O>[Br:1][C:2]1[CH:10]=[CH:9][CH:8]=[CH:7][C:3]=1[C:4]([O:6][CH2:12][CH3:13])=[O:5] |f:2.3|. Procedure details: 2-Bromobenzoic acid (2.005 g, 9.47 mmol, 1.0 eq.) was combined with iodoethane (1.60 ml, 19.9 mmol, 2.0 eq.)and sodium bicarbonate (1.68 g, 19.9 mmol, 2.0 eq.) in dimethylformamide (10 ml, 1M) and stirred at room temperature for a total of 4 days. The reaction was then diluted with water (20 ml) and extracted with ether:hexane (1:1, 3×20 ml). The combined organic extracts were washed with aqueous 10% sodium hydrogen sulfite (20 ml), water (20 ml), and aqueous saturated sodium chloride (20 ml). N... Starting materials: OC1CCN(CC1)C(=O)OC(C)(C)C (tert-butyl (4-hydroxy)-piperidine-1-carboxylate), BrCCCCCCBr (1,6-dibromohexane), [OH-].[Na+] (sodium hydroxide). The reagents and catalysts are S(=O)(=O)(O)[O-].C(CCC)[N+](CCCC)(CCCC)CCCC (tetrabutylammonium hydrogen sulphate). Run in C(Cl)Cl (methylene chloride). Conditions: time 5 day. The product is BrCCCCCCOC1CCN(CC1)C(=O)OC(C)(C)C (tert-butyl 4-(6-bromo-hexyloxy)-piperidine-1-carboxylate). As a reaction SMILES: [OH:1][CH:2]1[CH2:7][CH2:6][N:5]([C:8]([O:10][C:11]([CH3:14])([CH3:13])[CH3:12])=[O:9])[CH2:4][CH2:3]1.[Br:15][CH2:16][CH2:17][CH2:18][CH2:19][CH2:20][CH2:21]Br.[OH-].[Na+]>S([O-])(O)(=O)=O.C([N+](CCCC)(CCCC)CCCC)CCC.C(Cl)Cl>[Br:15][CH2:16][CH2:17][CH2:18][CH2:19][CH2:20][CH2:21][O:1][CH:2]1[CH2:3][CH2:4][N:5]([C:8]([O:10][C:11]([CH3:14])([CH3:13])[CH3:12])=[O:9])[CH2:6][CH2:7]1 |f:2.3,4.5|. Procedure: A mixture of 7 g of tert-butyl (4-hydroxy)-piperidine-1-carboxylate and 210 ml of 1,6-dibromohexane is treated firstly with 3.5 g of tetrabutylammonium hydrogen sulphate and then with 210 ml of 50% aqueous sodium hydroxide solution. After stirring at room temperature for 5 days the reaction mixture is diluted with methylene chloride, the organic phase is separated and the aqueous phase is extracted with methylene chloride. The combined organic phases are washed with saturated sodium chloride sol... Starting materials: CCN, CCO, ClCc1ncc(-c2ccc(Cl)cc2)o1. Product: CCNCc1ncc(-c2ccc(Cl)cc2)o1. Reaction SMILES: [CH3:15][CH2:16][NH2:17].[CH3:18][CH2:19][OH:20].[Cl:1][CH2:2][c:3]1[o:4][c:5](-[c:8]2[cH:9][cH:10][c:11]([Cl:14])[cH:12][cH:13]2)[cH:6][n:7]1>>[CH2:2]([c:3]1[o:4][c:5](-[c:8]2[cH:9][cH:10][c:11]([Cl:14])[cH:12][cH:13]2)[cH:6][n:7]1)[NH:17][CH2:16][CH3:15]. Starting materials: O (water), [H-].[Na+] (Sodium hydride), CS(=O)(=O)OCC1=NC(=C2N=CN(C2=N1)[C@@H]1O[C@@H]([C@H]([C@H]1O[Si](C)(C)C(C)(C)C)O[Si](C)(C)C(C)(C)C)COC)NCC(C1=CC=CC=C1)C1=CC=CC=C1 ({9-[(2R,3R,4R,5R)-3,4-bis{[tert-butyl(dimethyl)silyl]oxy}-5-(methoxymethyl)tetrahydro-2-furanyl]-6-[(2,2-diphenylethyl)amino]-9H-purin-2-yl}methyl methanesulfonate), N1(CCCCC1)CCO (2-(1-piperidinyl)-1-ethanol). Solvent: O1CCCC1 (tetrahydrofuran). Reaction conditions: time 24 hour. Product: [Si](C)(C)(C(C)(C)C)O[C@H]1[C@@H](O[C@@H]([C@H]1O[Si](C)(C)C(C)(C)C)COC)N1C2=NC(=NC(=C2N=C1)NCC(C1=CC=CC=C1)C1=CC=CC=C1)COCCN1CCCCC1 (N-(9-[(2R,3R,4R,5R)-3,4-Bis{[tert-butyl(dimethyl)silyl]oxy}-5-(methoxymethyl)tetrahydro-2-furanyl]-2-{[2-(1-piperidinyl)ethoxy]methyl}-9H-purin-6-yl)-N-(2,2-diphenylethyl)amine). Reaction SMILES: [H-].[Na+].CS([O:7][CH2:8][C:9]1[N:17]=[C:16]2[C:12]([N:13]=[CH:14][N:15]2[C@H:18]2[C@H:22]([O:23][Si:24]([C:27]([CH3:30])([CH3:29])[CH3:28])([CH3:26])[CH3:25])[C@H:21]([O:31][Si:32]([C:35]([CH3:38])([CH3:37])[CH3:36])([CH3:34])[CH3:33])[C@@H:20]([CH2:39][O:40][CH3:41])[O:19]2)=[C:11]([NH:42][CH2:43][CH:44]([C:51]2[CH:56]=[CH:55][CH:54]=[CH:53][CH:52]=2)[C:45]2[CH:50]=[CH:49][CH:48]=[CH:47][CH:46]=2)[N:10]=1)(=O)=O.[N:57]1([CH2:63][CH2:64]O)[CH2:62][CH2:61][CH2:60][CH2:59][CH2:58]1.O>O1CCCC1>[Si:24]([O:23][C@@H:22]1[C@H:21]([O:31][Si:32]([C:35]([CH3:38])([CH3:36])[CH3:37])([CH3:33])[CH3:34])[C@@H:20]([CH2:39][O:40][CH3:41])[O:19][C@H:18]1[N:15]1[CH:14]=[N:13][C:12]2[C:16]1=[N:17][C:9]([CH2:8][O:7][CH2:64][CH2:63][N:57]1[CH2:62][CH2:61][CH2:60][CH2:59][CH2:58]1)=[N:10][C:11]=2[NH:42][CH2:43][CH:44]([C:51]1[CH:52]=[CH:53][CH:54]=[CH:55][CH:56]=1)[C:45]1[CH:50]=[CH:49][CH:48]=[CH:47][CH:46]=1)([C:27]([CH3:29])([CH3:30])[CH3:28])([CH3:25])[CH3:26] |f:0.1|. Procedure: Sodium hydride (24 mg of an 80% dispersion in mineral oil, 0.81 mmol) was added to a stirred solution of {9-[(2R,3R,4R,5R)-3,4-bis{[tert-butyl(dimethyl)silyl]oxy}-5-(methoxymethyl)tetrahydro-2-furanyl]-6-[(2,2-diphenylethyl)amino]-9H-purin-2-yl}methyl methanesulfonate (500 mg, 0.63 mmol) (preparation 16) and 2-(1-piperidinyl)-1-ethanol) (105 mg, 0.81 mmol) in tetrahydrofuran (5 ml). The reaction mixture was stirred for 24 hr at room temperature and then heated at reflux for a further 8 hr. The r... Starting materials: CN(C(OC1=CC=CC=C1)=O)CCN1CCCC2=CC(=CC=C12)[N+](=O)[O-] (phenyl methyl(2-(6-nitro-3,4-dihydroquinolin-1(2H)-yl)ethyl)carbamate), [H][H] (hydrogen). The reagents and catalysts are [Pd] (palladium on activated carbon). The solvent is C1CCOC1.CCO (THF EtOH). Product: NC=1C=C2CCCN(C2=CC1)CCN(C(OC1=CC=CC=C1)=O)C (Phenyl 2-(6-amino-3,4-dihydroquinolin-1(2H)-yl)ethyl(methyl)carbamate). As a reaction SMILES: [CH3:1][N:2]([CH2:12][CH2:13][N:14]1[C:23]2[C:18](=[CH:19][C:20]([N+:24]([O-])=O)=[CH:21][CH:22]=2)[CH2:17][CH2:16][CH2:15]1)[C:3](=[O:11])[O:4][C:5]1[CH:10]=[CH:9][CH:8]=[CH:7][CH:6]=1.[H][H]>[Pd].C1COCC1.CCO>[NH2:24][C:20]1[CH:19]=[C:18]2[C:23](=[CH:22][CH:21]=1)[N:14]([CH2:13][CH2:12][N:2]([CH3:1])[C:3](=[O:11])[O:4][C:5]1[CH:6]=[CH:7][CH:8]=[CH:9][CH:10]=1)[CH2:15][CH2:16][CH2:17]2 |f:3.4|. Procedure: A suspension of phenyl methyl(2-(6-nitro-3,4-dihydroquinolin-1(2H)-yl)ethyl)carbamate (500 mg, 1.41 mmol) and palladium on activated carbon (10%, 75 mg, 0.07 mmol) in a 1:1 mixture of THF/EtOH (20 mL) was stirred under a balloon of hydrogen for 4.5 hours. The suspension was filtered through a pad of celite. The filter pad was rinsed with 25 mL methanol and the filtrate was concentrated to give a dark viscous oil. The crude product was used without further purification (460 mg, quantitative). 1H-...